describe an organic reaction: reactants, conditions, products, and yield From a dataset of the Open Reaction Database (ORD), a public repository of structured organic reaction records. Reaction SMILES: C([O:3][C:4]([C:6]1[NH:7][C:8]([S:11]([N:14]2[CH2:19][CH2:18][CH:17]([S:20][C:21]3[CH:26]=[C:25]([C:27]([CH3:30])([CH3:29])[CH3:28])[C:24]([OH:31])=[C:23]([C:32]([CH3:35])([CH3:34])[CH3:33])[CH:22]=3)[CH2:16][CH2:15]2)(=[O:13])=[O:12])=[N:9][CH:10]=1)=O)C.[H-].[H-].[H-].[H-].[Li+].[Al+3]>C1COCC1>[C:27]([C:25]1[CH:26]=[C:21]([S:20][CH:17]2[CH2:16][CH2:15][N:14]([S:11]([C:8]3[NH:7][C:6]([CH2:4][OH:3])=[CH:10][N:9]=3)(=[O:13])=[O:12])[CH2:19][CH2:18]2)[CH:22]=[C:23]([C:32]([CH3:35])([CH3:34])[CH3:33])[C:24]=1[OH:31])([CH3:30])([CH3:29])[CH3:28] |f:1.2.3.4.5.6|. Product: C(C)(C)(C)C1=C(C(=CC(=C1)SC1CCN(CC1)S(=O)(=O)C=1NC(=CN1)CO)C(C)(C)C)O (2,6-Di-tert-butyl-4-[1-(5-hydroxymethyl-1H-imidazole-2-sulfonyl)-piperidin-4-ylsulfanyl]-phenol). Procedure: To 2-[4-(3,5-di-tert-butyl-4-hydroxy-phenylsulfanyl)-piperidine-1-sulfonyl]-3H-imid-azole-4-carboxylic acid ethyl ester (Ex. 8b, 190 mg, 0.36 mmol) in 3 mL of THF was added 1 mL of 1 M LiAlH4 solution (1 mmol). The reaction was stirred at room temperature for 1 h and then quenched with saturated NaH2PO4 (20 mL). The mixture was diluted with 30 mL of Ethyl acetate and stirred for 10 min and let sit for 1 h. The layers were separated and the aqueous layer was extracted with Ethyl acetate (30 mL). ... Reactants: C(C)OC(=O)C=1NC(=NC1)S(=O)(=O)N1CCC(CC1)SC1=CC(=C(C(=C1)C(C)(C)C)O)C(C)(C)C (2-[4-(3,5-di-tert-butyl-4-hydroxy-phenylsulfanyl)-piperidine-1-sulfonyl]-3H-imid-azole-4-carboxylic acid ethyl ester), [H-].[H-].[H-].[H-].[Li+].[Al+3] (LiAlH4). Run at time 1 hour. Isolated yield 72.1%. Solvent: C1CCOC1 (THF). Starting materials: O.Cl.C(C1=CC=CC=C1)(=N)N (benzamidine hydrochloride hydrate), C(C)(=O)[O-].[Na+] (sodium acetate), C(C)OC(=CC(=O)OCC)OCC (ethyl 3,3-diethoxyacrylate), CS(=O)C (DMSO). The solvent is [OH-].[Na+] (NaOH). Run at temperature 120 celsius. Yields the product C(C)OC1=CC(NC(=N1)C1=CC=CC=C1)=O (6-ethoxy-2-phenyl-4(3H)-pyrimidinone). Yield: 52.7%. RXN SMILES: O.Cl.[C:3]([NH2:11])(=[NH:10])[C:4]1[CH:9]=[CH:8][CH:7]=[CH:6][CH:5]=1.C([O-])(=O)C.[Na+].[CH2:17]([O:19][C:20](OCC)=[CH:21][C:22](OCC)=[O:23])[CH3:18].CS(C)=O>[OH-].[Na+]>[CH2:17]([O:19][C:20]1[N:11]=[C:3]([C:4]2[CH:9]=[CH:8][CH:7]=[CH:6][CH:5]=2)[NH:10][C:22](=[O:23])[CH:21]=1)[CH3:18] |f:0.1.2,3.4,7.8|. Procedure details: A mixture of 3.14 g (20.0 mmol) of benzamidine hydrochloride hydrate, 1.65 g (20.1 mmol) of powdered anhydrous sodium acetate, 4.17 g (22.2 mmol) of ethyl 3,3-diethoxyacrylate and 10 mL of DMSO was heated at 120° C. for 8 h. The mixture was cooled, diluted with 50 mL of 5% aqueous NaOH and washed with two 100 mL portions of ether. The aqueous layer was acidified with concentrated hydrochloric acid and the precipitate was collected by filtration and dried under vacuum at 50° C. to furnish 2.28 g ... Reactants: CC(C(=O)OC)(CC1=CC(=CC=C1)O)C (methyl 2,2-dimethyl-3-(3-hydroxyphenyl)propionate), C1(=CC=CC=C1)C(CN(CC1=C(C(=CC=C1)C(F)(F)F)Cl)CCCO)C1=CC=CC=C1 (N-(2,2-diphenylethyl)-N-(2-chloro-3-trifluoromethylbenzyl)-3-hydroxypropylamine), C1=CC=C(C=C1)P(C2=CC=CC=C2)C3=CC=CC=C3 (Ph3P), CC(C)OC(=O)/N=N/C(=O)OC(C)C (diisopropylazodicarboxylate). Run at time 16 hour. Procedure details: A solution of methyl 2,2-dimethyl-3-(3-hydroxyphenyl)propionate (135 mg, 0.65 mmol) and N-(2,2-diphenylethyl)-N-(2-chloro-3-trifluoromethylbenzyl)-3-hydroxypropylamine (290 mg, 0.65 mmol) in THF (8 mL) was treated with Ph3P (170 mg, 0.65 mmol), diisopropylazodicarboxylate (135 mg, 0.65 mmol), and stirred for 16 h. The reaction was diluted with H2O and extracted with Et2O. The extracts were washed with H2O, dried, and concentrated. Purification via silica gel column chromatography eluted with 30%... Solvent: C1CCOC1 (THF), O (H2O). Yields the product C1(=CC=CC=C1)C(CN(CCCOC=1C(C(C=CC1)C(C(=O)O)C)(C)C)CC1=C(C(=CC=C1)C(F)(F)F)Cl)C1=CC=CC=C1 (N-(2,2-Diphenylethyl)-N-(2-chloro-3-trifluoromethylbenzyl)-2,2-dimethyl-3-(3-aminopropoxy)phenylpropionic acid). Reaction SMILES: [CH3:1][C:2](C)([CH2:7][C:8]1C=C[CH:11]=[C:10](O)[CH:9]=1)[C:3]([O:5]C)=[O:4].[C:16]1([CH:22]([C:41]2[CH:46]=[CH:45][CH:44]=[CH:43][CH:42]=2)[CH2:23][N:24]([CH2:37][CH2:38][CH2:39][OH:40])[CH2:25][C:26]2[CH:31]=[CH:30][CH:29]=[C:28]([C:32]([F:35])([F:34])[F:33])[C:27]=2[Cl:36])[CH:21]=[CH:20][CH:19]=[CH:18][CH:17]=1.C1C=CC(P(C2C=CC=CC=2)C2C=CC=CC=2)=CC=1.CC(OC(/N=N/C(O[CH:77]([CH3:79])[CH3:78])=O)=O)C>C1COCC1.O>[C:41]1([CH:22]([C:16]2[CH:17]=[CH:18][CH:19]=[CH:20][CH:21]=2)[CH2:23][N:24]([CH2:25][C:26]2[CH:31]=[CH:30][CH:29]=[C:28]([C:32]([F:34])([F:35])[F:33])[C:27]=2[Cl:36])[CH2:37][CH2:38][CH2:39][O:40][C:11]2[C:77]([CH3:78])([CH3:79])[CH:7]([CH:2]([CH3:1])[C:3]([OH:5])=[O:4])[CH:8]=[CH:9][CH:10]=2)[CH:42]=[CH:43][CH:44]=[CH:45][CH:46]=1. Isolated yield 49.1%. Reactants: C(C)(C)N(CC)C(C)C (diisopropylethylamine), CS(=O)(=O)Cl (methanesulfonyl chloride), ClC1=CC(=C(C(=O)NC2=CC=C3CCC(N(C3=C2)C)=O)C=C1)NCCO (4-Chloro-2-[(2-hydroxyethyl)amino]-N-(1-methyl-2-oxo-1,2,3,4-tetrahydroquinolin-7-yl)benzamide). Solvent: O1CCCC1 (tetrahydrofuran). Reaction conditions: time 3 hour. Product: CS(=O)(=O)OCCNC1=C(C=CC(=C1)Cl)C(NC1=CC=C2CCC(N(C2=C1)C)=O)=O (2-({5-chloro-2-[(1-methyl-2-oxo-1,2,3,4-tetrahydroquinolin-7-yl)carbamoyl]phenyl}amino)ethyl methanesulfonate). As a reaction SMILES: [Cl:1][C:2]1[CH:22]=[CH:21][C:5]([C:6]([NH:8][C:9]2[CH:18]=[C:17]3[C:12]([CH2:13][CH2:14][C:15](=[O:20])[N:16]3[CH3:19])=[CH:11][CH:10]=2)=[O:7])=[C:4]([NH:23][CH2:24][CH2:25][OH:26])[CH:3]=1.C(N(C(C)C)CC)(C)C.[CH3:36][S:37](Cl)(=[O:39])=[O:38]>O1CCCC1>[CH3:36][S:37]([O:26][CH2:25][CH2:24][NH:23][C:4]1[CH:3]=[C:2]([Cl:1])[CH:22]=[CH:21][C:5]=1[C:6](=[O:7])[NH:8][C:9]1[CH:18]=[C:17]2[C:12]([CH2:13][CH2:14][C:15](=[O:20])[N:16]2[CH3:19])=[CH:11][CH:10]=1)(=[O:39])=[O:38]. Procedure details: 4-Chloro-2-[(2-hydroxyethyl)amino]-N-(1-methyl-2-oxo-1,2,3,4-tetrahydroquinolin-7-yl)benzamide was dissolved in tetrahydrofuran, diisopropylethylamine and methanesulfonyl chloride were added, followed by stirring at room temperature for 3 hours. By post-treating the reaction liquid, 2-({5-chloro-2-[(1-methyl-2-oxo-1,2,3,4-tetrahydroquinolin-7-yl)carbamoyl]phenyl}amino)ethyl methanesulfonate was obtained.